Dataset: the Open Reaction Database (ORD), a public repository of structured organic reaction records. Task: describe an organic reaction: reactants, conditions, products, and yield The reactants are CC1=NC(=NC=C1)N1CC2CNCC2C1 (2-(4-Methyl-pyrimidin-2-yl)-octahydro-pyrrolo[3,4-c]pyrrole), FC=1C=C(C=CC1)C=1C(=CC=CC1)C(=O)O (3′-fluoro-biphenyl-2-carboxylic acid). The product is FC=1C=C(C=CC1)C1=C(C=CC=C1)C(=O)N1CC2CN(CC2C1)C1=NC=CC(=N1)C (2-[(3′-Fluorobiphenyl-2-yl)carbonyl]-5-(4-methylpyrimidin-2-yl)octahydro-pyrrolo[3,4-c]pyrrole). Reaction SMILES: [CH3:1][C:2]1[CH:7]=[CH:6][N:5]=[C:4]([N:8]2[CH2:15][CH:14]3[CH:10]([CH2:11][NH:12][CH2:13]3)[CH2:9]2)[N:3]=1.[F:16][C:17]1[CH:18]=[C:19]([C:23]2[C:24]([C:29](O)=[O:30])=[CH:25][CH:26]=[CH:27][CH:28]=2)[CH:20]=[CH:21][CH:22]=1>>[F:16][C:17]1[CH:18]=[C:19]([C:23]2[CH:28]=[CH:27][CH:26]=[CH:25][C:24]=2[C:29]([N:12]2[CH2:13][CH:14]3[CH:10]([CH2:9][N:8]([C:4]4[N:3]=[C:2]([CH3:1])[CH:7]=[CH:6][N:5]=4)[CH2:15]3)[CH2:11]2)=[O:30])[CH:20]=[CH:21][CH:22]=1. Procedure details: The title compound was prepared in a manner analogous to Example 15 utilizing Intermediate 27 and 3′-fluoro-biphenyl-2-carboxylic acid. MS (ESI) mass calcd. for C24H23FN4O, 402.46; m/z found, 403.1 [M+H]+. The reactants are C(C)(=O)C=1SC(=CC1)Br (2-acetyl-5-bromothiophene), BrC1=CC=C(S1)C(=O)CC#N (2-(5-bromothiophene-2-carbonyl)acetonitrile), C(C1=CC=CC=C1)N1CCC(CC1)=O (1-Benzyl-4-piperidone), BrC1=CC=C(S1)C(=O)CC#N (2-(5-bromothiophene-2-carbonyl)acetonitrile), N1CCOCC1 (morpholine), [S] (sulfur). Product: NC1=C(C2=C(CN(CC2)CC2=CC=CC=C2)S1)C(=O)C=1SC(=CC1)Br ((2-Amino-6-benzyl-4,5,6,7-tetrahydrothieno[2,3-c]pyridin-3-yl)-(5-bromothiophen-2-yl)-methanone). The yield is 72.0%. Reaction SMILES: [C:1]([C:4]1[S:5][C:6](Br)=[CH:7][CH:8]=1)(=O)C.[Br:10][C:11]1[S:15][C:14]([C:16]([CH2:18][C:19]#[N:20])=[O:17])=[CH:13][CH:12]=1.[CH2:21]([N:28]1CCC(=O)CC1)[C:22]1[CH:27]=[CH:26][CH:25]=[CH:24][CH:23]=1.N1CCOCC1.[S]>>[NH2:20][C:19]1[S:5][C:4]2[CH2:1][N:28]([CH2:21][C:22]3[CH:27]=[CH:26][CH:25]=[CH:24][CH:23]=3)[CH2:6][CH2:7][C:8]=2[C:18]=1[C:16]([C:14]1[S:15][C:11]([Br:10])=[CH:12][CH:13]=1)=[O:17] |^3:40|. Reported procedure: The procedure of Example 1 was followed except that 2-acetyl-5-bromothiophene (Aldrich) was used in place of acetophenone to prepare the corresponding 2-(5-bromothiophene-2-carbonyl)acetonitrile (Steps A and B). 1-Benzyl-4-piperidone (van der Klein et al., (1999), J. Med. Chem. 42: 3629-3635), 2-(5-bromothiophene-2-carbonyl)acetonitrile, morpholine, and sulfur were reacted according to the procedure of Step C, Example 1, to afford the desired compound. Yield: 72%; IR (KBr) cm−1: 3411, 2923, 1570... Starting materials: C(C)(=O)NC1=NC=C(C=C1)C=O (2-acetylamino-5-formylpyridine), C(CC(=O)O)(=O)O (malonic acid). Run in N1=CC=CC=C1 (pyridine), C(C)O (ethanol). The product is C(C)(=O)NC1=CC=C(C=N1)/C=C/C(=O)O ((E)-3-(6-acetylamino-3-pyridyl)acrylic acid). Yield: 81.9%. As a reaction SMILES: [C:1]([NH:4][C:5]1[CH:10]=[CH:9][C:8]([CH:11]=O)=[CH:7][N:6]=1)(=[O:3])[CH3:2].C(O)(=O)[CH2:14][C:15]([OH:17])=[O:16]>N1C=CC=CC=1.C(O)C>[C:1]([NH:4][C:5]1[N:6]=[CH:7][C:8](/[CH:11]=[CH:14]/[C:15]([OH:17])=[O:16])=[CH:9][CH:10]=1)(=[O:3])[CH3:2]. Procedure: A mixture of 2-acetylamino-5-formylpyridine (241 mg) and malonic acid (168 mg) in pyridine (0.12 ml) and ethanol (0.36 ml) was refluxed for 2 hours. After cooling the mixture, the precipitate was collected by filtration, and washed with ethyl acetate to give (E)-3-(6-acetylamino-3-pyridyl)acrylic acid (248 mg) as a colorless powder.